This data is from the Open Reaction Database (ORD), a public repository of structured organic reaction records. The task is: describe an organic reaction: reactants, conditions, products, and yield The reactants are C(CCC)B1O[C@H]([C@@H](O1)C(=O)N(C)C)C(=O)N(C)C ((4R,5R)-2-butyl-N,N,N′,N′-tetramethyl-1,3,2-dioxaborolane-4,5-dicarboxamide), C(C)[Zn]CC (diethylzinc), BrC=1C=CC(=C(C1)/C=C/CO)OCC1CC1 ((E)-3-(5-bromo-2-(cyclopropylmethoxy)phenyl)prop-2-en-1-ol), C(OC)COC (dimethoxyethane), C(I)I (CH2I2), [NH4+].[Cl-] (NH4Cl). Solvent: C(Cl)Cl (CH2Cl2), C(C)OCC (Diethyl ether), C(Cl)Cl (CH2Cl2), C(Cl)Cl (CH2Cl2). Conditions: temperature -15 celsius, time 10 minute. Product: BrC=1C=CC(=C(C1)[C@@H]1[C@H](C1)CO)OCC1CC1 (((1S,2S)-2-(5-bromo-2-(cyclopropylmethoxy)phenyl)cyclopropyl)methanol). Isolated yield 91.6%. RXN SMILES: [CH2:1](COC)OC.C([Zn]CC)C.C(I)I.C(B1O[C@@H](C(N(C)C)=O)[C@H](C(N(C)C)=O)O1)CCC.[Br:34][C:35]1[CH:36]=[CH:37][C:38]([O:45][CH2:46][CH:47]2[CH2:49][CH2:48]2)=[C:39](/[CH:41]=[CH:42]/[CH2:43][OH:44])[CH:40]=1.[NH4+].[Cl-]>C(Cl)Cl.C(OCC)C>[Br:34][C:35]1[CH:36]=[CH:37][C:38]([O:45][CH2:46][CH:47]2[CH2:48][CH2:49]2)=[C:39]([C@H:41]2[CH2:1][C@@H:42]2[CH2:43][OH:44])[CH:40]=1 |f:5.6|. Procedure: Following a published procedure for asymmetric allylic cyclopropanation: To dimethoxyethane (DME) (1.39 g, 1.60 mL, 15.4 mmol, 1.90 equiv) in CH2Cl2 (50 mL) in a flame-dried round-bottom flask under a N2 atmosphere cooled in an ethyleneglycol/CO2 bath at −15 ° C. was added diethylzinc (2.01 g, 1.67 mL, 16.3 mmol, 2.00 equiv), while maintaining the bath temperature between −15 and −10 ° C. CH2I2 (8.70 g, 2.62 mL, 32.5 mmol, 4.00 equiv) was added dropwise over 20 minutes at −15 ° C. The reaction m... Starting materials: COC=1C=C2C(=CNC2=CC1)CCCCN1CC2=C(CC1)C1=C(S2)C=CC=C1 (2-[4-(5-methoxy-3-indolyl)butyl]-1,2,3,4-tetrahydrobenzothieno[2,3-c]pyridine), Cl.N1=CC=CC=C1 (pyridine hydrochloride). Run at time 3 hour. Product: OC=1C=C2C(=CNC2=CC1)CCCCN1CC2=C(CC1)C1=C(S2)C=CC=C1 (2-[4-(5-hydroxy-3-indolyl)butyl]-1,2,3,4-tetrahydrobenzothieno[2,3-c]pyridine). As a reaction SMILES: C[O:2][C:3]1[CH:4]=[C:5]2[C:9](=[CH:10][CH:11]=1)[NH:8][CH:7]=[C:6]2[CH2:12][CH2:13][CH2:14][CH2:15][N:16]1[CH2:21][CH2:20][C:19]2[C:22]3[CH:28]=[CH:27][CH:26]=[CH:25][C:23]=3[S:24][C:18]=2[CH2:17]1.Cl.N1C=CC=CC=1>>[OH:2][C:3]1[CH:4]=[C:5]2[C:9](=[CH:10][CH:11]=1)[NH:8][CH:7]=[C:6]2[CH2:12][CH2:13][CH2:14][CH2:15][N:16]1[CH2:21][CH2:20][C:19]2[C:22]3[CH:28]=[CH:27][CH:26]=[CH:25][C:23]=3[S:24][C:18]=2[CH2:17]1 |f:1.2|. Reported procedure: A mixture of 3.9 g of 2-[4-(5-methoxy-3-indolyl)butyl]-1,2,3,4-tetrahydrobenzothieno[2,3-c]pyridine and 3.5 g of pyridine hydrochloride is stirred at 160° for 3 hours. After the usual working up, 2-[4-(5-hydroxy-3-indolyl)butyl]-1,2,3,4-tetrahydrobenzothieno[2,3-c]pyridine is obtained. Starting materials: NCC=1C(=C(C(=CC1)Cl)OC=1C=C(C#N)C=C(C1)Br)F (3-{[3-(aminomethyl)-6-chloro-2-fluorophenyl]oxy}-5-bromobenzonitrile), C(=O)[O-].[Na+] (sodium formate), O (Water). Reagents/catalysts: C=1C=CC(=CC1)[P](C=2C=CC=CC2)(C=3C=CC=CC3)[Pd]([P](C=4C=CC=CC4)(C=5C=CC=CC5)C=6C=CC=CC6)([P](C=7C=CC=CC7)(C=8C=CC=CC8)C=9C=CC=CC9)[P](C=1C=CC=CC1)(C=1C=CC=CC1)C=1C=CC=CC1 (Pd(Ph3P)4). Solvent: CN(C)C=O (DMF). The product is NCC=1C(=C(C(=CC1)Cl)OC=1C=C(C#N)C=CC1)F (3-{[3-(aminomethyl)-6-chloro-2-fluorophenyl]oxy}benzonitrile). RXN SMILES: [NH2:1][CH2:2][C:3]1[C:4]([F:20])=[C:5]([O:10][C:11]2[CH:12]=[C:13]([CH:16]=[C:17](Br)[CH:18]=2)[C:14]#[N:15])[C:6]([Cl:9])=[CH:7][CH:8]=1.C([O-])=O.[Na+].O>CN(C=O)C.C1C=CC([P]([Pd]([P](C2C=CC=CC=2)(C2C=CC=CC=2)C2C=CC=CC=2)([P](C2C=CC=CC=2)(C2C=CC=CC=2)C2C=CC=CC=2)[P](C2C=CC=CC=2)(C2C=CC=CC=2)C2C=CC=CC=2)(C2C=CC=CC=2)C2C=CC=CC=2)=CC=1>[NH2:1][CH2:2][C:3]1[C:4]([F:20])=[C:5]([O:10][C:11]2[CH:12]=[C:13]([CH:16]=[CH:17][CH:18]=2)[C:14]#[N:15])[C:6]([Cl:9])=[CH:7][CH:8]=1 |f:1.2,^1:34,36,55,74|. Procedure details: A solution of 3-{[3-(aminomethyl)-6-chloro-2-fluorophenyl]oxy}-5-bromobenzonitrile (0.20 g, 0.56 mmol), sodium formate (0.057 g, 0.84 mmol) and Pd(Ph3P)4 (0.032 g, 0.028 mmol) in DMF (1.13 ml) was heated at 100° C. for 6 h. Water was added and the mixture was extracted with EtOAc. The organic phase was dried (Na2SO4), filtered, and dried to afford 3-{[3-(aminomethyl)-6-chloro-2-fluorophenyl]oxy}benzonitrile, which was used without further purification. The above amine (0.28 mmol) and 4-chloro-2-... The reactants are ClC(=O)OC(C)C (isopropyl chloroformate), N (ammonia), ClC1=CC=C(C(C(=O)O)=C1)N(S(=O)(=O)C1=CC=C(C=C1)C)C (5-Chloro-N-methyl-N-(p-toluenesulfonyl)anthranilic acid), N1=CC=CC=C1 (pyridine). The solvent is C(C)#N (acetonitrile), C(C)OCC (Diethyl ether). Yields the product ClC1=CC(=C(N(S(=O)(=O)C2=CC=C(C=C2)C)C)C=C1)C(N)=O (4′-Chloro-2′-Carbamoyl-N-methyl-p-toluenesulfonanilide). Isolated yield 34.1%. RXN SMILES: [Cl:1][C:2]1[CH:10]=[C:6]([C:7](O)=[O:8])[C:5]([N:11]([CH3:22])[S:12]([C:15]2[CH:20]=[CH:19][C:18]([CH3:21])=[CH:17][CH:16]=2)(=[O:14])=[O:13])=[CH:4][CH:3]=1.[N:23]1C=CC=CC=1.ClC(OC(C)C)=O.N>C(#N)C.C(OCC)C>[Cl:1][C:2]1[CH:3]=[CH:4][C:5]([N:11]([CH3:22])[S:12]([C:15]2[CH:20]=[CH:19][C:18]([CH3:21])=[CH:17][CH:16]=2)(=[O:14])=[O:13])=[C:6]([C:7](=[O:8])[NH2:23])[CH:10]=1. Reported procedure: 5-Chloro-N-methyl-N-(p-toluenesulfonyl)anthranilic acid (5.00 g (14.7 mmol)) and pyridine (1.33 ml (16.4 mmol)) were dissolved in 70.0 ml of acetonitrile. To this, under cooling with ice and with stirring, isopropyl chloroformate (2.00 g (16.3 mmol)) was added dropwise. After 30 minutes' stirring under ice-cooling, ammonia gas (ca. 1.25 g (73.4 mmol)) was bubbled into the reaction mixture. The resulting mixture was stirred under cooling with ice for 30 minutes and at room temperature for 20 hour... The reactants are C(CCCCC)OC(C(=C)CC(=O)OCCCCCC)=O (Bis(hexyl)itaconate), C(C)C(CN)CCCC (2-Ethylhexylamine), amine, diester. Run at temperature 45 celsius, time 1 hour. The product is C(CCCCC)OC(=O)C1CN(C(C1)=O)CC(CCCC)CC (1-(2-ethylhexyl)-5-oxo-3-pyrrolidinecarboxylic acid hexyl ester). As a reaction SMILES: [CH2:1]([O:7][C:8](=[O:21])[C:9]([CH2:11][C:12]([O:14]CCCCCC)=O)=[CH2:10])[CH2:2][CH2:3][CH2:4][CH2:5][CH3:6].[CH2:22]([CH:24]([CH2:27][CH2:28][CH2:29][CH3:30])[CH2:25][NH2:26])[CH3:23]>>[CH2:1]([O:7][C:8]([CH:9]1[CH2:11][C:12](=[O:14])[N:26]([CH2:25][CH:24]([CH2:22][CH3:23])[CH2:27][CH2:28][CH2:29][CH3:30])[CH2:10]1)=[O:21])[CH2:2][CH2:3][CH2:4][CH2:5][CH3:6]. Procedure: Bis(hexyl)itaconate (400 g; 1.34 Mol) was charged to a 1 L reaction vessel and the material stirred mechanically under nitrogen while heating to 45° C. 2-Ethylhexylamine (1.05 equiv.; 1.41 Mol; 182 g) was charged to a pressure-equalizing addition funnel and the amine added dropwise to the stirred diester over the course of one hour. During the addition, a moderate exotherm was observed. When the addition was complete, the mixture was heated to 75° C. and held for one hour before cooling to room ... Reactants: COC(=O)C(N)Cc1ccccc1, O=C(Cl)Cl, COCOc1c(N)cc(OC)cc1C(C)(C)C. Product: COCOc1c(NC(=O)NC(Cc2ccccc2)C(=O)OC)cc(OC)cc1C(C)(C)C. Reaction SMILES: [CH3:22][O:23][C:24]([CH:25]([NH2:26])[CH2:27][c:28]1[cH:29][cH:30][cH:31][cH:32][cH:33]1)=[O:34].[Cl:18][C:19]([Cl:20])=[O:21].[NH2:1][c:2]1[c:3]([O:4][CH2:5][O:6][CH3:7])[c:8]([C:14]([CH3:15])([CH3:16])[CH3:17])[cH:9][c:10]([O:12][CH3:13])[cH:11]1>>[NH:1]([c:2]1[c:3]([O:4][CH2:5][O:6][CH3:7])[c:8]([C:14]([CH3:15])([CH3:16])[CH3:17])[cH:9][c:10]([O:12][CH3:13])[cH:11]1)[C:19](=[O:21])[NH:26][CH:25]([C:24]([O:23][CH3:22])=[O:34])[CH2:27][c:28]1[cH:29][cH:30][cH:31][cH:32][cH:33]1. Starting materials: BrC(C(=O)N)C(=O)C1=C(C=CC=C1)Cl (2-bromo-3-(2-chloro-phenyl)-3-oxo-propionamide), NC(=S)N (thiourea). Run in C(C)O (ethanol). Reaction conditions: time 18 hour. Product: NC=1SC(=C(N1)C1=C(C=CC=C1)Cl)C(=O)N (2-amino-4-(2-chloro-phenyl)-thiazole-5-carboxylic acid amide). The yield is 33.7%. Reaction SMILES: Br[CH:2]([C:6]([C:8]1[CH:13]=[CH:12][CH:11]=[CH:10][C:9]=1[Cl:14])=O)[C:3]([NH2:5])=[O:4].[NH2:15][C:16]([NH2:18])=[S:17]>C(O)C>[NH2:18][C:16]1[S:17][C:2]([C:3]([NH2:5])=[O:4])=[C:6]([C:8]2[CH:13]=[CH:12][CH:11]=[CH:10][C:9]=2[Cl:14])[N:15]=1. Procedure details: A mixture of 2.33 g (8.43 mmole) of 2-bromo-3-(2-chloro-phenyl)-3-oxo-propionamide, 0.77 g (10.11 mmole) of thiourea and 20 mL of ethanol was stirred at room temperature for 18 hours. The mixture was then concentrated under reduced pressure. The residue was purified by chromatography on C18 reverse phase silica gel, eluting with acetonitrile-water (gradient 0:100-50:50) to give 0.72 g of 2-amino-4-(2-chloro-phenyl)-thiazole-5-carboxylic acid amide (V.20).